Dataset: the Open Reaction Database (ORD), a public repository of structured organic reaction records. Task: describe an organic reaction: reactants, conditions, products, and yield The reactants are CSSC, CC(C)[N-]C(C)C, Clc1cccc(-c2nn3cnccc3c2-c2ccnc(NC3CCCC3)n2)c1, [Li+], C1CCOC1. Product: CSc1nccc2c(-c3ccnc(NC4CCCC4)n3)c(-c3cccc(Cl)c3)nn12. As a reaction SMILES: [CH3:37][S:38][S:39][CH3:40].[CH:29]([N-:30][CH:31]([CH3:32])[CH3:33])([CH3:34])[CH3:35].[Cl:1][c:2]1[cH:3][c:4](-[c:8]2[n:9][n:10]3[cH:11][n:12][cH:13][cH:14][c:15]3[c:16]2-[c:17]2[n:18][c:19]([NH:23][CH:24]3[CH2:25][CH2:26][CH2:27][CH2:28]3)[n:20][cH:21][cH:22]2)[cH:5][cH:6][cH:7]1.[Li+:36].[O:41]1[CH2:42][CH2:43][CH2:44][CH2:45]1>>[Cl:1][c:2]1[cH:3][c:4](-[c:8]2[n:9][n:10]3[c:11]([S:38][CH3:37])[n:12][cH:13][cH:14][c:15]3[c:16]2-[c:17]2[n:18][c:19]([NH:23][CH:24]3[CH2:25][CH2:26][CH2:27][CH2:28]3)[n:20][cH:21][cH:22]2)[cH:5][cH:6][cH:7]1.